From a dataset of the Open Reaction Database (ORD), a public repository of structured organic reaction records. describe an organic reaction: reactants, conditions, products, and yield Reactants: [N+](=O)([O-])C=1C=C2C=CN(C2=CC1)CC1=CC=C(C(=O)O)C=C1 (4-[(5-nitro-1H-indol-1-yl)methyl]benzoic acid), Cl.C(C)OC(CCN)=O (β-alanine ethyl ester hydrochloride), C1(=CC=C(C=C1)S(=O)(=O)Cl)C1=CC=CC=C1 (biphenyl 4-sulfonyl chloride). The product is C1(=CC=C(C=C1)S(=O)(=O)NC=1C=C2C=CN(C2=CC1)CC1=CC=C(C(=O)NCCC(=O)O)C=C1)C1=CC=CC=C1 (N-[4-({5-[(1,1′-Biphenyl-4-ylsulfonyl)amino]-1H-indol-1-yl}methyl)benzoyl]-β-alanine). RXN SMILES: [N+:1]([C:4]1[CH:5]=[C:6]2[C:10](=[CH:11][CH:12]=1)[N:9]([CH2:13][C:14]1[CH:22]=[CH:21][C:17]([C:18](O)=[O:19])=[CH:16][CH:15]=1)[CH:8]=[CH:7]2)([O-])=O.Cl.C([O:26][C:27](=[O:31])[CH2:28][CH2:29][NH2:30])C.[C:32]1([C:42]2[CH:47]=[CH:46][CH:45]=[CH:44][CH:43]=2)[CH:37]=[CH:36][C:35]([S:38](Cl)(=[O:40])=[O:39])=[CH:34][CH:33]=1>>[C:32]1([C:42]2[CH:47]=[CH:46][CH:45]=[CH:44][CH:43]=2)[CH:37]=[CH:36][C:35]([S:38]([NH:1][C:4]2[CH:5]=[C:6]3[C:10](=[CH:11][CH:12]=2)[N:9]([CH2:13][C:14]2[CH:15]=[CH:16][C:17]([C:18]([NH:30][CH2:29][CH2:28][C:27]([OH:26])=[O:31])=[O:19])=[CH:21][CH:22]=2)[CH:8]=[CH:7]3)(=[O:40])=[O:39])=[CH:34][CH:33]=1 |f:1.2|. Procedure details: The title compound was prepared from 4-[(5-nitro-1H-indol-1-yl)methyl]benzoic acid, β-alanine ethyl ester hydrochloride, and biphenyl 4-sulfonyl chloride following the procedure of Example 10: MS (ESI) m/z 554; MS (ESI) m/z 552.